This data is from the Open Reaction Database (ORD), a public repository of structured organic reaction records. The task is: describe an organic reaction: reactants, conditions, products, and yield The reactants are FC([C@@H]1CC[C@H](CC1)C=O)(F)F (trans-4-Trifluoromethyl-1-formylcyclohexane), C(CC)C(C(O)O)C (2-propylpropanediol), C1(=CC=CC=C1)C (toluene), CC=1C=CC(=CC1)S(=O)(=O)O (pTsOH). Solvent: O (water). The product is FC([C@@H]1CC[C@H](CC1)C1OCC(CO1)CCC)(F)F (2-(trans-4-Trifluoromethylcyclohexyl)-5-propyl-1,3-dioxane). Reaction SMILES: [F:1][C:2]([F:12])([F:11])[C@H:3]1[CH2:8][CH2:7][C@H:6]([CH:9]=[O:10])[CH2:5][CH2:4]1.[CH2:13]([CH:16]([CH3:20])[CH:17](O)[OH:18])[CH2:14][CH3:15].C1(C)C=CC=CC=1.CC1C=CC(S(O)(=O)=O)=CC=1>O>[F:1][C:2]([F:11])([F:12])[C@H:3]1[CH2:4][CH2:5][C@H:6]([CH:9]2[O:18][CH2:17][CH:16]([CH2:13][CH2:14][CH3:15])[CH2:20][O:10]2)[CH2:7][CH2:8]1. Procedure details: A mixture of 0.02 mol of trans-4-trifluoromethyl-1-formylcyclohexane (prepared as in Example 3), 0.02 mol of 2-propylpropanediol, 30 ml of toluene and 0.5 g of pTsOH (sic) is heated for 4 hours on a water separator. The pure product is obtained after customary work-up and crystallization. The reactants are NC[C@@H]1CC[C@H](CC1)C(=O)O (trans-4-aminomethylcyclohexanecarboxylic acid), solution, [OH-].[Na+] (sodium hydroxide), S(=O)(=O)(O)O.NC(S)=N (Isothiourea sulfate). The solvent is O (water), O (water). The product is N(C(=N)N)C[C@@H]1CC[C@H](CC1)C(=O)O (trans-4-guanidinomethylcyclohexanecarboxylic acid). RXN SMILES: S(O)(O)(=O)=O.[NH2:6][C:7](=[NH:9])S.[OH-].[Na+].[NH2:12][CH2:13][C@H:14]1[CH2:19][CH2:18][C@H:17]([C:20]([OH:22])=[O:21])[CH2:16][CH2:15]1>O>[NH:12]([CH2:13][C@H:14]1[CH2:15][CH2:16][C@H:17]([C:20]([OH:22])=[O:21])[CH2:18][CH2:19]1)[C:7]([NH2:9])=[NH:6] |f:0.1,2.3|. Procedure: Isothiourea sulfate (21.2 g) was dissolved in water (40 ml) and a 2N solution of sodium hydroxide (46 ml) was dropwise added under ice-cooling. The mixture was stirred at said temperature for 30 minutes and trans-4-aminomethylcyclohexanecarboxylic acid dissolved in boiling water (100 ml) was dropwise added and the mixture was stirred at room temperature for 24 hours. After completion of the reaction, the reaction mixture was cooled and the resultant crystals were collected by filtration. The cry...